From a dataset of the Open Reaction Database (ORD), a public repository of structured organic reaction records. describe an organic reaction: reactants, conditions, products, and yield The reactants are C(C)(C)O (isopropyl alcohol), FC1=CC=C(C=C1)N1CCNCC1 (1-(4-fluorophenyl)piperazine), ClCCC(COC1=CC=CC=C1)O (4-chloro-1-phenoxy 2-butanol), C([O-])([O-])=O.[Na+].[Na+] (sodium carbonate). Run in C(CCC)O (1-butanol). Yields the product O(C1=CC=CC=C1)CC(CCN1CCN(CC1)C1=CC=C(C=C1)F)O (1-Phenoxy-4-[4-(4-fluorophenyl)-1-piperazinyl]-2-butanol). RXN SMILES: [F:1][C:2]1[CH:7]=[CH:6][C:5]([N:8]2[CH2:13][CH2:12][NH:11][CH2:10][CH2:9]2)=[CH:4][CH:3]=1.Cl[CH2:15][CH2:16][CH:17]([OH:26])[CH2:18][O:19][C:20]1[CH:25]=[CH:24][CH:23]=[CH:22][CH:21]=1.C(=O)([O-])[O-].[Na+].[Na+].C(O)(C)C>C(O)CCC>[O:19]([CH2:18][CH:17]([OH:26])[CH2:16][CH2:15][N:11]1[CH2:12][CH2:13][N:8]([C:5]2[CH:4]=[CH:3][C:2]([F:1])=[CH:7][CH:6]=2)[CH2:9][CH2:10]1)[C:20]1[CH:25]=[CH:24][CH:23]=[CH:22][CH:21]=1 |f:2.3.4|. Procedure details: This compound was prepared according to the procedure of Example 6. A mixture of 3.6 g (0.02 mole) of 1-(4-fluorophenyl)piperazine, 4.0 g (0.02 mole) of 4-chloro-1-phenoxy 2-butanol and 5.3 g (0.05 mole) of anhydrous sodium carbonate in 100 ml of 1-butanol gave 5.1 g (74%) of offwhite powder, m.p. 97°-99° C. Recrystallizing solvent used was isopropyl alcohol. The reactants are C(=O)(O)[O-].[Na+] (NaHCO3), C(C1=CC=CC=C1)C1=NN=C(C2=CC=CC=C12)N1CCN(CC1)C1=CC=C(C=N1)C=O (6-[4-(4-benzyl-phthalazin-1-yl)-piperazin-1-yl]-pyridine-3-carbaldehyde), [BH-](OC(=O)C)(OC(=O)C)OC(=O)C.[Na+] (NaBH(OAc)3), N1CCOCC1 (morpholine). Run in C(Cl)Cl (DCM), C(C)(=O)O (acetic acid). Reaction conditions: time 30 minute. Product: C(C1=CC=CC=C1)C1=NN=C(C2=CC=CC=C12)N1CCN(CC1)C1=NC=C(C=C1)CN1CCOCC1 (1-Benzyl-4-[4-(5-morpholin-4-ylmethyl-pyridin-2-yl)-piperazin-1-yl]-phthalazine). Yield: 78.7%. As a reaction SMILES: [CH2:1]([C:8]1[C:17]2[C:12](=[CH:13][CH:14]=[CH:15][CH:16]=2)[C:11]([N:18]2[CH2:23][CH2:22][N:21]([C:24]3[N:29]=[CH:28][C:27]([CH:30]=O)=[CH:26][CH:25]=3)[CH2:20][CH2:19]2)=[N:10][N:9]=1)[C:2]1[CH:7]=[CH:6][CH:5]=[CH:4][CH:3]=1.[BH-](OC(C)=O)(OC(C)=O)OC(C)=O.[Na+].[NH:46]1[CH2:51][CH2:50][O:49][CH2:48][CH2:47]1.C([O-])(O)=O.[Na+]>C(Cl)Cl.C(O)(=O)C>[CH2:1]([C:8]1[C:17]2[C:12](=[CH:13][CH:14]=[CH:15][CH:16]=2)[C:11]([N:18]2[CH2:23][CH2:22][N:21]([C:24]3[CH:25]=[CH:26][C:27]([CH2:30][N:46]4[CH2:51][CH2:50][O:49][CH2:48][CH2:47]4)=[CH:28][N:29]=3)[CH2:20][CH2:19]2)=[N:10][N:9]=1)[C:2]1[CH:3]=[CH:4][CH:5]=[CH:6][CH:7]=1 |f:1.2,4.5|. Procedure: To a solution of 6-[4-(4-benzyl-phthalazin-1-yl)-piperazin-1-yl]-pyridine-3-carbaldehyde (40 mg, 0.1 mmol) in 5 mL DCM is added a drop of acetic acid, NaBH(OAc)3 (41.4 mg, 0.2 mmol) and morpholine (7.5 mL, 0.12 mmol). The reaction mixture is stirred for 30 min at rt. Aqueous NaHCO3 solution is added and the reaction mixture is stirred for an additional 30 min. The layers are separated and the aqueous layer is extracted with DCM. The combined organic layers are washed with water, brine, dried ove... The reactants are NC1=C2C(C(=CN(C2=C(C(=C1F)F)F)C1CC1)C(=O)O)=O (5-amino-1-cyclopropyl-6,7,8-trifluoro-1,4-dihydro-4-oxoquinoline-3-carboxylic acid), Cl.N1(N=CN=C1)C1CNC1 (3-(1,2,4-triazol -1-yl)azetidine hydrochloride), C1CCC2=NCCCN2CC1 (DBU). The solvent is N1=CC=CC=C1 (pyridine). Product: NC1=C2C(C(=CN(C2=C(C(=C1F)N1CC(C1)N1N=CN=C1)F)C1CC1)C(=O)O)=O (5-Amino-1-cyclopropyl-6,8-difluoro-7-[3-(1,2,4-triazol-1-yl)azetidin-1-yl]-1,4-dihydro-4-oxoquinoline-3-carboxylic acid). The yield is 94.4%. Reaction SMILES: [NH2:1][C:2]1[C:11]([F:12])=[C:10](F)[C:9]([F:14])=[C:8]2[C:3]=1[C:4](=[O:21])[C:5]([C:18]([OH:20])=[O:19])=[CH:6][N:7]2[CH:15]1[CH2:17][CH2:16]1.Cl.[N:23]1([CH:28]2[CH2:31][NH:30][CH2:29]2)[CH:27]=[N:26][CH:25]=[N:24]1.C1CCN2C(=NCCC2)CC1>N1C=CC=CC=1>[NH2:1][C:2]1[C:11]([F:12])=[C:10]([N:30]2[CH2:31][CH:28]([N:23]3[CH:27]=[N:26][CH:25]=[N:24]3)[CH2:29]2)[C:9]([F:14])=[C:8]2[C:3]=1[C:4](=[O:21])[C:5]([C:18]([OH:20])=[O:19])=[CH:6][N:7]2[CH:15]1[CH2:17][CH2:16]1 |f:1.2|. Procedure details: A suspension of 5-amino-1-cyclopropyl-6,7,8-trifluoro-1,4-dihydro-4-oxoquinoline-3-carboxylic acid (75 mg, 0.25 mmol) and 100 mg (0.5 mmol) of 3-(1,2,4-triazol -1-yl)azetidine hydrochloride in 3 ml of dry pyridine, in the presence of 152 mg (1 mmol) of DBU was heated under nitrogen at 75° C. overnight. The suspension was then evaporated to dryness and to the residue water was added and solid collected, washed with water and dried to give 95 mg (94%) of the desired product as a yellow solid. m.p.... Starting materials: OCC(CS(=O)(=O)N)(C)C (3-hydroxy-2,2-dimethyl-1-propanesulfonamide), [H-].[Na+] (sodium hydride), CN(C)C=O (DMF), ClC=1C=CC=2N(N1)C=CN2 (6-chloroimidazo [1,2-b]pyridazine). Reaction conditions: temperature 70 celsius. Product: ClC1=CN=C2N1N=C(C=C2)OCC(CS(N)(=O)=O)(C)C (3-chloro-6-[(2,2-dimethyl-3-sulfamoylpropyl)oxy]imidazo[1,2-b]pyridazine). As a reaction SMILES: [OH:1][CH2:2][C:3]([CH3:10])([CH3:9])[CH2:4][S:5]([NH2:8])(=[O:7])=[O:6].[H-].[Na+].[Cl:13][C:14]1[CH:15]=[CH:16][C:17]2[N:18](C=CN=2)[N:19]=1.C[N:24]([CH:26]=O)[CH3:25]>>[Cl:13][C:14]1[N:19]2[N:18]=[C:17]([O:1][CH2:2][C:3]([CH3:10])([CH3:9])[CH2:4][S:5](=[O:7])(=[O:6])[NH2:8])[CH:16]=[CH:15][C:25]2=[N:24][CH:26]=1 |f:1.2|. Procedure details: To a solution of 1.67 g of 3-hydroxy-2,2-dimethyl-1-propanesulfonamide in 30 ml of DMF was added 0.8 g of sodium hydride, followed by heating at 70° C. for an hour. The mixture to which 1.88 g of 6-chloroimidazo [1,2-b]pyridazine was added was heated for 4.5 hours. The reaction mixture was distilled to remove the solvent under reduced pressure and 50 ml of ice-water was added to the residue. The mixture was adjusted to pH 6.0 with 1N-hydrochloric acid and then extracted with tetrahydrofuran and ... The reactants are C(C)OC(=O)C1N(C2=CC=C(C=C2C1)OC)C(C(=C)C)=O (2,3-dihydro-5-methoxy-1-(2-methyl-1-oxo-2-propenyl)-1H-indole-2-carboxylic acid ethyl ester), Cl (hydrochloric acid), CO (methanol), [OH-].[Na+] (sodium hydroxide). Run in [Cl-].[Na+].O (brine), O (water). Reaction conditions: time 2 hour. Product: COC=1C=C2CC(N(C2=CC1)C(C(=C)C)=O)C(=O)O (2,3-dihydro-5-methoxy-1-(2-methyl-1-oxo-2-propenyl)-1H-indole-2-carboxylic acid). Isolated yield 95.4%. As a reaction SMILES: C([O:3][C:4]([CH:6]1[CH2:14][C:13]2[C:8](=[CH:9][CH:10]=[C:11]([O:15][CH3:16])[CH:12]=2)[N:7]1[C:17](=[O:21])[C:18]([CH3:20])=[CH2:19])=[O:5])C.CO.[OH-].[Na+].Cl>[Cl-].[Na+].O.O>[CH3:16][O:15][C:11]1[CH:12]=[C:13]2[C:8](=[CH:9][CH:10]=1)[N:7]([C:17](=[O:21])[C:18]([CH3:20])=[CH2:19])[CH:6]([C:4]([OH:5])=[O:3])[CH2:14]2 |f:2.3,5.6.7|. Reported procedure: To a solution of 2,3-dihydro-5-methoxy-1-(2-methyl-1-oxo-2-propenyl)-1H-indole-2-carboxylic acid ethyl ester from Example 23 (8.5 g.) in 45 ml. of reagent-grade methanol was added a solution of 1.32 g. of sodium hydroxide (98% purity) in 16 ml. distilled water with hand swirling. This reaction mixture was stirred at room temperature for 2 hours. With vigorous mechanical stirring, the reaction solution was poured into brine and the slightly turbid mass was acidified with concentrated hydrochloric... The reactants are O=C([O-])O, CCC(=O)Cl, ClCCl, Cl, [Na+], O, c1ccc2c(c1)c1ccccc1n2Nc1ccncc1. The product is Cl, CCC(=O)N(c1ccncc1)n1c2ccccc2c2ccccc21. RXN SMILES: [C:21](=[O:22])([OH:23])[O-:24].[C:26]([CH2:27][CH3:28])(=[O:29])[Cl:30].[Cl:32][CH2:33][Cl:34].[ClH:31].[Na+:25].[OH2:35].[n:1]1[cH:2][cH:3][c:4]([NH:7][n:8]2[c:9]3[cH:10][cH:11][cH:12][cH:13][c:14]3[c:15]3[cH:16][cH:17][cH:18][cH:19][c:20]23)[cH:5][cH:6]1>>[ClH:30].[n:1]1[cH:2][cH:3][c:4]([N:7]([n:8]2[c:9]3[cH:10][cH:11][cH:12][cH:13][c:14]3[c:15]3[cH:16][cH:17][cH:18][cH:19][c:20]23)[C:26]([CH2:27][CH3:28])=[O:29])[cH:5][cH:6]1. Starting materials: CN(C)C=O, ClCCCl, O=S(Cl)Cl, O=S(=O)=O, c1cc2c(s1)CCOC2. The product is O=S(=O)(Cl)c1cc2c(s1)CCOC2. RXN SMILES: [CH3:1][N:2]([CH3:3])[CH:4]=[O:5].[Cl:23][CH2:24][CH2:25][Cl:26].[S:19]([Cl:20])([Cl:21])=[O:22].[S:6](=[O:7])(=[O:8])=[O:9].[s:10]1[cH:11][cH:12][c:13]2[c:18]1[CH2:17][CH2:16][O:15][CH2:14]2>>[S:6](=[O:7])(=[O:9])([c:11]1[s:10][c:18]2[c:13]([cH:12]1)[CH2:14][O:15][CH2:16][CH2:17]2)[Cl:21].